From a dataset of the Open Reaction Database (ORD), a public repository of structured organic reaction records. describe an organic reaction: reactants, conditions, products, and yield As a reaction SMILES: [CH3:2][I:3].[ClH:16].[F:4][C:5]([c:6]1[cH:7][cH:8][c:9]([CH:10]=[O:11])[cH:12][cH:13]1)([F:14])[F:15].[Mg:1].[OH2:17]>>[CH3:2][CH:10]([c:9]1[cH:8][cH:7][c:6]([C:5]([F:4])([F:14])[F:15])[cH:13][cH:12]1)[OH:11]. Product: CC(O)c1ccc(C(F)(F)F)cc1. Reactants: CI, Cl, O=Cc1ccc(C(F)(F)F)cc1, [Mg], O. Procedure: The title compound was prepared according to the procedure described in Example 223 by LAH reduction of ethyl 3-(4-((4-(benzo[d][1,3]dioxol-5-yl)-2-(trifluoromethyl)thiophen-3-yl) methoxy)-3,5-difluorophenyl)propanoate to give the desired product as off-white oil. 1H NMR (400 MHz, CDCl3) δ 7.35 (s, 1H), 7.08 (s, 1H), 7.02 (d, J=8.1 Hz, 1H), 6.87 (d, J=8.1 Hz, 1H), 6.75 (d, J=8.5 Hz, 2H), 6.02 9s, 2H), 5.11 (s, 2H), 3.67 (d, J=7.5 Hz, 2H), 2.66 (t, J=8.0 Hz, 2H), 1.86 (m, 2H), 1.55 (br, s, 1H). Reactants: [H-].[H-].[H-].[H-].[Li+].[Al+3] (LAH), O1COC2=C1C=CC(=C2)C=2C(=C(SC2)C(F)(F)F)COC2=C(C=C(C=C2F)CCC(=O)OCC)F (ethyl 3-(4-((4-(benzo[d][1,3]dioxol-5-yl)-2-(trifluoromethyl)thiophen-3-yl) methoxy)-3,5-difluorophenyl)propanoate). As a reaction SMILES: [H-].[H-].[H-].[H-].[Li+].[Al+3].[O:7]1[C:11]2[CH:12]=[CH:13][C:14]([C:16]3[C:17]([CH2:25][O:26][C:27]4[C:32]([F:33])=[CH:31][C:30]([CH2:34][CH2:35][C:36](OCC)=[O:37])=[CH:29][C:28]=4[F:41])=[C:18]([C:21]([F:24])([F:23])[F:22])[S:19][CH:20]=3)=[CH:15][C:10]=2[O:9][CH2:8]1>>[O:7]1[C:11]2[CH:12]=[CH:13][C:14]([C:16]3[C:17]([CH2:25][O:26][C:27]4[C:32]([F:33])=[CH:31][C:30]([CH2:34][CH2:35][CH2:36][OH:37])=[CH:29][C:28]=4[F:41])=[C:18]([C:21]([F:24])([F:22])[F:23])[S:19][CH:20]=3)=[CH:15][C:10]=2[O:9][CH2:8]1 |f:0.1.2.3.4.5|. Yields the product O1COC2=C1C=CC(=C2)C=2C(=C(SC2)C(F)(F)F)COC2=C(C=C(C=C2F)CCCO)F (3-(4-((4-(benzo[d][1,3]dioxol-5-yl)-2-(trifluoromethyl)thiophen-3-yl)methoxy)-3,5-difluorophenyl)propan-1-ol).